Dataset: the Open Reaction Database (ORD), a public repository of structured organic reaction records. Task: describe an organic reaction: reactants, conditions, products, and yield Reactants: NC1=C(C(=O)OC)C=C(C=C1C)F (Methyl 2-amino-5-fluoro-3-methylbenzoate), F[B-](F)(F)F.N#[O+] (nitrosonium tetrafluoroborate), C1=CC(=CC=C1Cl)Cl (dichlorobenzene). The solvent is C(Cl)Cl (DCM), C(Cl)Cl (DCM). Reaction conditions: time 3 hour. Yields the product FC1=C(C(=O)OC)C=C(C=C1C)F (Methyl 2,5-difluoro-3-methylbenzoate). RXN SMILES: N[C:2]1[C:11]([CH3:12])=[CH:10][C:9]([F:13])=[CH:8][C:3]=1[C:4]([O:6][CH3:7])=[O:5].[F:14][B-](F)(F)F.N#[O+].C1C(Cl)=CC=C(Cl)C=1>C(Cl)Cl>[F:14][C:2]1[C:11]([CH3:12])=[CH:10][C:9]([F:13])=[CH:8][C:3]=1[C:4]([O:6][CH3:7])=[O:5] |f:1.2|. Procedure: To a solution of (E3) (1.0 eq.) in dry DCM (0.4 M) at 0° C. was added nitrosonium tetrafluoroborate (1.3 eq.) portionwise. After 1 h at 0° C. dry dichlorobenzene (120 eq.) was added and the reaction was slowly heated to 160° C. while DCM was distilled off. After 3 hrs, the mixture was cooled to RT, EtOAc was added and the organic phase was washed with brine (2×). After drying over MgSO4, the solvents were removed under reduced pressure. The crude was purified by flash chromatography using 1-10% ... Reactants: OCCCCN1CC(OC(C1)C)C (4-(4-hydroxybutyl)-2,6-dimethylmorpholine), C(Cl)(Cl)Cl (chloroform), C(Cl)(Cl)Cl (chloroform), S(=O)(Cl)Cl (thionyl chloride). Run in C(C)OCC (diethyl ether). Conditions: temperature 40 celsius, time 2 hour. The product is Cl.ClCCCCN1CC(OC(C1)C)C (4-(4-chlorobutyl)-2,6-dimethylmorpholine hydrochloride). The yield is 85.0%. As a reaction SMILES: O[CH2:2][CH2:3][CH2:4][CH2:5][N:6]1[CH2:11][CH:10]([CH3:12])[O:9][CH:8]([CH3:13])[CH2:7]1.C(Cl)(Cl)[Cl:15].S(Cl)([Cl:20])=O>C(OCC)C>[ClH:15].[Cl:20][CH2:2][CH2:3][CH2:4][CH2:5][N:6]1[CH2:11][CH:10]([CH3:12])[O:9][CH:8]([CH3:13])[CH2:7]1 |f:4.5|. Procedure: To a dry flask under a nitrogen atmosphere was added 0.9 g. (4.8 mmoles) of 4-(4-hydroxybutyl)-2,6-dimethylmorpholine in 2.5 ml. of chloroform. The solution was stirred and heated to 40° C. and 0.49 ml. (6.72 mmoles) of thionyl chloride in 2.5 ml. of chloroform was added slowly. The mixture was slowly heated to reflux and held for two hours, then was cooled and diluted with diethyl ether to precipitate the crude product. The crystals were filtered and washed of residual thionyl chloride using di... Reactants: C1CCOC1, CO, CCOC(=O)CCc1ccc(N2CCN(C(=O)c3cccc(-c4ccc(OC)c(OC)c4)n3)CC2)cc1, Cl, [Na+], [OH-]. Yields the product COc1ccc(-c2cccc(C(=O)N3CCN(c4ccc(CCC(=O)O)cc4)CC3)n2)cc1OC. RXN SMILES: [CH2:1]1[O:2][CH2:3][CH2:4][CH2:5]1.[CH3:46][OH:47].[CH3:6][O:7][c:8]1[cH:9][c:10](-[c:16]2[cH:17][cH:18][cH:19][c:20]([C:22](=[O:23])[N:24]3[CH2:25][CH2:26][N:27]([c:30]4[cH:31][cH:32][c:33]([CH2:36][CH2:37][C:38](=[O:39])[O:40][CH2:41][CH3:42])[cH:34][cH:35]4)[CH2:28][CH2:29]3)[n:21]2)[cH:11][cH:12][c:13]1[O:14][CH3:15].[ClH:45].[Na+:44].[OH-:43]>>[CH3:6][O:7][c:8]1[cH:9][c:10](-[c:16]2[cH:17][cH:18][cH:19][c:20]([C:22](=[O:23])[N:24]3[CH2:25][CH2:26][N:27]([c:30]4[cH:31][cH:32][c:33]([CH2:36][CH2:37][C:38](=[O:39])[OH:40])[cH:34][cH:35]4)[CH2:28][CH2:29]3)[n:21]2)[cH:11][cH:12][c:13]1[O:14][CH3:15].